From a dataset of the Open Reaction Database (ORD), a public repository of structured organic reaction records. describe an organic reaction: reactants, conditions, products, and yield Starting materials: CC(C)(C)[Si](C)(C)C=CCO[Si](C)(C)C(C)(C)C, CO. Product: CC(C)(C)[Si](C)(C)C=CCO. As a reaction SMILES: [C:1]([Si:2]([CH3:3])([CH3:4])[O:6][CH2:7][CH:8]=[CH:9][Si:10]([CH3:11])([CH3:12])[C:13]([CH3:14])([CH3:15])[CH3:16])([CH3:5])([CH3:17])[CH3:18].[CH3:19][OH:20]>>[OH:6][CH2:7][CH:8]=[CH:9][Si:10]([CH3:11])([CH3:12])[C:13]([CH3:14])([CH3:15])[CH3:16].